Task: describe an organic reaction: reactants, conditions, products, and yield. Dataset: the Open Reaction Database (ORD), a public repository of structured organic reaction records Reactants: C(C)(C)(C)OC(=O)N1C(CCC1)CO (N-t-butoxycarbonyl-2-hydroxymethylpyrrolidine), C1(=CC=CC=C1)O (phenol). Yields the product C(C)(C)(C)OC(=O)N1[C@@H](CCC1)COC1=CC=CC=C1 (N-t-Butoxycarbonyl-2(S)-phenoxymethylpyrrolidine). Yield: 89.2%. Reaction SMILES: [C:1]([O:5][C:6]([N:8]1[CH2:12][CH2:11][CH2:10][CH:9]1[CH2:13][OH:14])=[O:7])([CH3:4])([CH3:3])[CH3:2].[C:15]1(O)[CH:20]=[CH:19][CH:18]=[CH:17][CH:16]=1>>[C:1]([O:5][C:6]([N:8]1[CH2:12][CH2:11][CH2:10][C@H:9]1[CH2:13][O:14][C:15]1[CH:20]=[CH:19][CH:18]=[CH:17][CH:16]=1)=[O:7])([CH3:4])([CH3:3])[CH3:2]. Procedure: Following the procedure of example 1115 A, N-t-butoxycarbonyl-2-hydroxymethylpyrrolidine (0.80 g, 4.00 mmol) and phenol (1.13 g, 12.00 mmol) provided 0.99 g (89%) of the title compound. MS (DCI, NH3): 278 (MH+). Starting materials: ON1C(C=2C(C1=O)=CC=CC2)=O (N-hydroxyphthalimide), O1CCCC=C1 (dihydropyran). Reagents/catalysts: C1(=CC=C(C=C1)S(=O)(=O)O)C (p-toluenesulfonic acid). The solvent is C(Cl)Cl (CH2Cl2), O1CCOCC1 (dioxane). Run at time 8 hour. The product is O1C(CCCC1)ON1C(C2=CC=CC=C2C1=O)=O (2-(tetrahydro-2H-pyran-2-yloxy)isoindoline-1,3-dione). Yield: 88.3%. As a reaction SMILES: [OH:1][N:2]1[C:6](=[O:7])[C:5]2=[CH:8][CH:9]=[CH:10][CH:11]=[C:4]2[C:3]1=[O:12].[O:13]1[CH:18]=[CH:17][CH2:16][CH2:15][CH2:14]1>C(Cl)Cl.O1CCOCC1.C1(C)C=CC(S(O)(=O)=O)=CC=1>[O:13]1[CH2:18][CH2:17][CH2:16][CH2:15][CH:14]1[O:1][N:2]1[C:3](=[O:12])[C:4]2[C:5](=[CH:8][CH:9]=[CH:10][CH:11]=2)[C:6]1=[O:7]. Reported procedure: to a vigorously stirred solution of N-hydroxyphthalimide (10.0 g, 61.4 mmol) in CH2Cl2 (70 mL) and dioxane (80 mL) was added dihydropyran (6.16 mL, 67.6 mmol) and p-toluenesulfonic acid (200 mg). The resulting solution was stirred overnight at room temperature. The reaction was quenched by slow addition of saturated NaHCO3 (100 mL). After separation, the organic layer was washed with brine and dried over Na2SO4. Solvent removal under vacuum yielded 13.4 g (88%) of 2-(tetrahydro-2H-pyran-2-yloxy)... Reactants: C(#N)CC(=O)N (2-Cyanoacetamide), F[B-](F)(F)F.C(C)[O+](CC)CC (triethyloxonium tetrafluoroborate), NC=1C(=C2C(=NC1)C=CS2)N[C@@H]2CC[C@H](CC2)CC#N ({trans-4-[(6-aminothieno[3,2-b]pyridin-7-yl)amino]cyclohexyl}acetonitrile). Solvent: C1CCOC1 (THF), C(C)O (ethanol). Run at time 2 hour. Product: C(#N)C[C@@H]1CC[C@H](CC1)N1C(=NC=2C1=C1C(=NC2)C=CS1)CC#N ({1-[trans-4-(Cyanomethyl)cyclohexyl]-1H-imidazo[4,5-d]thieno[3,2-b]pyridin-2-yl}acetonitrile). Yield: 26.0%. Reaction SMILES: [C:1]([CH2:3][C:4](N)=O)#[N:2].F[B-](F)(F)F.C([O+](CC)CC)C.[NH2:19][C:20]1[C:21]([NH:29][C@H:30]2[CH2:35][CH2:34][C@H:33]([CH2:36][C:37]#[N:38])[CH2:32][CH2:31]2)=[C:22]2[S:28][CH:27]=[CH:26][C:23]2=[N:24][CH:25]=1>C1COCC1.C(O)C>[C:37]([CH2:36][C@H:33]1[CH2:32][CH2:31][C@H:30]([N:29]2[C:21]3=[C:22]4[S:28][CH:27]=[CH:26][C:23]4=[N:24][CH:25]=[C:20]3[N:19]=[C:4]2[CH2:3][C:1]#[N:2])[CH2:35][CH2:34]1)#[N:38] |f:1.2|. Procedure details: A mixture of 2-Cyanoacetamide (11 mg, 0.13 mmol) and triethyloxonium tetrafluoroborate (21 mg, 0.11 mmol) in THF (0.13 mL) was stirred at room temperature for 2 h. The solvent was removed and the residue dissolved in ethanol (55 μL) and added to a suspension of {trans-4-[(6-aminothieno[3,2-b]pyridin-7-yl)amino]cyclohexyl}acetonitrile (8.9 mg, 0.031 mmol) in ethanol (0.20 mL). The mixture was stirred at 85° C. for 2 h. The mixture was purified on prep-HPLC (XBridge C18 column, eluting with a grad...